The task is: describe an organic reaction: reactants, conditions, products, and yield. This data is from the Open Reaction Database (ORD), a public repository of structured organic reaction records. Reactants: COC1=C(C=C(C=C1)C=C[N+](=O)[O-])OC (1,2-dimethoxy-4-(2-nitro-vinyl)-benzene), [Li+].[BH4-] (LiBH4), Cl[Si](C)(C)C (chloro trimethyl silane). Run in C1CCOC1 (THF). Conditions: time 72 hour. Yields the product COC=1C=C(C=CC1OC)CCN (2-(3,4-Dimethoxy-phenyl)-ethylamine). Yield: 99.8%. RXN SMILES: [CH3:1][O:2][C:3]1[CH:8]=[CH:7][C:6]([CH:9]=[CH:10][N+:11]([O-])=O)=[CH:5][C:4]=1[O:14][CH3:15].[Li+].[BH4-].Cl[Si](C)(C)C>C1COCC1>[CH3:15][O:14][C:4]1[CH:5]=[C:6]([CH2:9][CH2:10][NH2:11])[CH:7]=[CH:8][C:3]=1[O:2][CH3:1] |f:1.2|. Procedure: Using the same procedure and workup as described in Example 15, 1,2-dimethoxy-4-(2-nitro-vinyl)-benzene (I-40a: 4 g, 19.13 mmol) in dry THF (66 mL) was reacted with LiBH4 (1.6 g, 76.55 mmol) and chloro trimethyl silane (19.3 mL, 152.6 mmol) at 0° C., The resulting mixture was stirred at room temperature for 72 hours to afford 3.46 g of the product (100% yield). The reactants are ClC1=NC=CC=C1 (2-chloropyridine), N1[C@H](CO)CCC1 (L-prolinol). Solvent: O (water). Conditions: temperature 160 celsius, time 4 hour. Product: OC[C@H]1N(CCC1)C1=NC=CC=C1 ((S)-2-Hydroxymethyl-1-(pyridin-2-yl) pyrrolidine). The yield is 54.6%. As a reaction SMILES: Cl[C:2]1[CH:7]=[CH:6][CH:5]=[CH:4][N:3]=1.[NH:8]1[CH2:14][CH2:13][CH2:12][C@H:9]1[CH2:10][OH:11]>O>[OH:11][CH2:10][C@@H:9]1[CH2:12][CH2:13][CH2:14][N:8]1[C:2]1[CH:7]=[CH:6][CH:5]=[CH:4][N:3]=1. Procedure details: A mixture of 2-chloropyridine (118 g) and L-prolinol (70 g) was heated under nitrogen atmosphere at 160° C. with stirring for 4 h. The mixture was cooled to room temperature and poured into water and the solution was extracted with chloroform repeatedly. The combined organic extracts were dried (Na2SO4) and concentrated. The crude product was purified by column chromatography using 2% MeOH in CHCl3 as eluent to get 67.3 g (54.5%) of the title compound as a syrupy liquid. Starting materials: CC1(OC(C2(CC2)C(O1)=O)=O)C (6,6-dimethyl-5,7-dioxaspiro[2.5]octane-4,8-dione), FC=1C=C(N)C=CC1OC (3-fluoro-4-methoxyaniline). The solvent is C(C)O (ethanol). The product is FC=1C=C(C=CC1OC)N1C(C(CC1)C(=O)O)=O (1-(3-fluoro-4-methoxyphenyl)-2-oxopyrrolidine-3-carboxylic acid). Isolated yield 91.5%. As a reaction SMILES: CC1(C)[O:9][C:8](=[O:10])[C:5]2([CH2:7][CH2:6]2)[C:4](=[O:11])O1.[F:13][C:14]1[CH:15]=[C:16]([CH:18]=[CH:19][C:20]=1[O:21][CH3:22])[NH2:17]>C(O)C>[F:13][C:14]1[CH:15]=[C:16]([N:17]2[CH2:6][CH2:7][CH:5]([C:8]([OH:9])=[O:10])[C:4]2=[O:11])[CH:18]=[CH:19][C:20]=1[O:21][CH3:22]. Procedure details: This compound was prepared according to general method 1 starting from 6,6-dimethyl-5,7-dioxaspiro[2.5]octane-4,8-dione (0.250 g; 1.45 mmol) 3-fluoro-4-methoxyaniline (0.628 g; 4.36 mmol) in ethanol (3 mL). 1-(3-fluoro-4-methoxyphenyl)-2-oxopyrrolidine-3-carboxylic acid 0.336 g (91%) was obtained as a white solid. Starting materials: ClC=1C=NN(C1C1=CC=C2C(=N1)CN(C2=O)[C@H](CN2C(C1=CC=CC=C1C2=O)=O)CC2=CC(=CC=C2)F)C (2-[(2S)-2-[2-(4-Chloro-1-methyl-1H-pyrazol-5-yl)-5-oxo-5,7-dihydro-6H-pyrrolo[3,4-b]pyridin-6-yl]-3-(3-fluorophenyl)propyl]-1H-isoindole-1,3(2H)-dione), NN (hydrazine). Solvent: CO (methanol). Run at temperature 60 celsius, time 2 hour. The product is NC[C@H](CC1=CC(=CC=C1)F)N1CC2=NC(=CC=C2C1=O)C1=C(C=NN1C)Cl (6-[(1S)-2-amino-1-(3-fluorobenzyl)ethyl]-2-(4-chloro-1-methyl-1H-pyrazol-5-yl)-6,7-dihydro-5H-pyrrolo[3,4-b]pyridin-5-one). Reaction SMILES: [Cl:1][C:2]1[CH:3]=[N:4][N:5]([CH3:38])[C:6]=1[C:7]1[N:12]=[C:11]2[CH2:13][N:14]([C@@H:17]([CH2:30][C:31]3[CH:36]=[CH:35][CH:34]=[C:33]([F:37])[CH:32]=3)[CH2:18][N:19]3C(=O)C4C(=CC=CC=4)C3=O)[C:15](=[O:16])[C:10]2=[CH:9][CH:8]=1.NN>CO>[NH2:19][CH2:18][C@@H:17]([N:14]1[C:15](=[O:16])[C:10]2[C:11](=[N:12][C:7]([C:6]3[N:5]([CH3:38])[N:4]=[CH:3][C:2]=3[Cl:1])=[CH:8][CH:9]=2)[CH2:13]1)[CH2:30][C:31]1[CH:36]=[CH:35][CH:34]=[C:33]([F:37])[CH:32]=1. Procedure details: 2-[(2S)-2-[2-(4-Chloro-1-methyl-1H-pyrazol-5-yl)-5-oxo-5,7-dihydro-6H-pyrrolo[3,4-b]pyridin-6-yl]-3-(3-fluorophenyl)propyl]-1H-isoindole-1,3(2H)-dione (0.050 g, 0.094 mmol) was dissolved in methanol (2 mL), and hydrazine (0.06 g, 2 mmol) was added. The reaction was stirred at 60° C. for 2 hr. After concentration, the residue was purified by pH=10 Prep.—HPLC to give the desired product as white powder. LC-MS found: 400.1 (M+H)+.